The task is: describe an organic reaction: reactants, conditions, products, and yield. This data is from the Open Reaction Database (ORD), a public repository of structured organic reaction records. The reactants are CCOC(CBr)OCC, [K+], [K+], O=C([O-])[O-], CN(C)C=O, O=Cc1cc(F)ccc1O. Yields the product CCOC(COc1ccc(F)cc1C=O)OCC. As a reaction SMILES: [CH2:17]([CH3:18])[O:19][CH:20]([CH2:21][Br:22])[O:23][CH2:24][CH3:25].[K+:11].[K+:12].[O-:13][C:14]([O-:15])=[O:16].[O:26]=[CH:27][N:28]([CH3:29])[CH3:30].[OH:1][c:2]1[c:3]([CH:4]=[O:5])[cH:6][c:7]([F:10])[cH:8][cH:9]1>>[O:1]([c:2]1[c:3]([CH:4]=[O:5])[cH:6][c:7]([F:10])[cH:8][cH:9]1)[CH2:21][CH:20]([O:19][CH2:17][CH3:18])[O:23][CH2:24][CH3:25].